Dataset: the Open Reaction Database (ORD), a public repository of structured organic reaction records. Task: describe an organic reaction: reactants, conditions, products, and yield The reactants are COc1cc(NC(C)=O)ccc1Br, CCc1ccc(C(=O)O)cc1, ClCCCl, ClCCl, O=P(Cl)(Cl)Cl, Cl[Sn](Cl)(Cl)Cl. Product: CCc1ccc(C(=O)c2cc(Br)c(OC)cc2NC(C)=O)cc1. Reaction SMILES: [Br:11][c:12]1[c:13]([O:22][CH3:23])[cH:14][c:15]([NH:18][C:19]([CH3:20])=[O:21])[cH:16][cH:17]1.[CH2:24]([CH3:25])[c:26]1[cH:27][cH:28][c:29]([C:30](=[O:31])[OH:32])[cH:33][cH:34]1.[Cl:35][CH2:36][CH2:37][Cl:38].[Cl:39][CH2:40][Cl:41].[P:1]([Cl:2])([Cl:3])([Cl:4])=[O:5].[Sn:6]([Cl:7])([Cl:8])([Cl:9])[Cl:10]>>[Br:11][c:12]1[c:13]([O:22][CH3:23])[cH:14][c:15]([NH:18][C:19]([CH3:20])=[O:21])[c:16]([C:30]([c:29]2[cH:28][cH:27][c:26]([CH2:24][CH3:25])[cH:34][cH:33]2)=[O:31])[cH:17]1. Reactants: BrCCCCCCOCCCCC=1C=C(C=CC1)S(=O)(=O)N (3-{4-[(6-bromohexyl)oxy]butyl}benzenesulfonamide), C(C1=CC=CC=C1)NC[C@H](O)C1=CC2=C(OC(OC2)(C)C)C=C1 ((1R)-2-(benzylamino)-1-(2,2-dimethyl-4H-1,3-benzodioxin-6-yl)ethanol), C(C)(C)N(CC)C(C)C (diisopropyl ethylamine). The solvent is C(C)#N (acetonitrile), C(C)OCC (diethyl ether). Product: C(C1=CC=CC=C1)N(CCCCCCOCCCCC=1C=C(C=CC1)S(=O)(=O)N)C[C@H](O)C1=CC2=C(OC(OC2)(C)C)C=C1 (3-{4-[(6-{Benzyl[(2R)-2-(2,2-dimethyl-4H-1,3-benzodioxin-6-yl)-2-hydroxyethyl]amino}hexyl)oxy]butyl}benzenesulfonamide). The yield is 113.1%. RXN SMILES: Br[CH2:2][CH2:3][CH2:4][CH2:5][CH2:6][CH2:7][O:8][CH2:9][CH2:10][CH2:11][CH2:12][C:13]1[CH:14]=[C:15]([S:19]([NH2:22])(=[O:21])=[O:20])[CH:16]=[CH:17][CH:18]=1.[CH2:23]([NH:30][CH2:31][C@@H:32]([C:34]1[CH:45]=[CH:44][C:37]2[O:38][C:39]([CH3:43])([CH3:42])[O:40][CH2:41][C:36]=2[CH:35]=1)[OH:33])[C:24]1[CH:29]=[CH:28][CH:27]=[CH:26][CH:25]=1.C(N(C(C)C)CC)(C)C>C(#N)C.C(OCC)C>[CH2:23]([N:30]([CH2:31][C@@H:32]([C:34]1[CH:45]=[CH:44][C:37]2[O:38][C:39]([CH3:42])([CH3:43])[O:40][CH2:41][C:36]=2[CH:35]=1)[OH:33])[CH2:2][CH2:3][CH2:4][CH2:5][CH2:6][CH2:7][O:8][CH2:9][CH2:10][CH2:11][CH2:12][C:13]1[CH:14]=[C:15]([S:19]([NH2:22])(=[O:21])=[O:20])[CH:16]=[CH:17][CH:18]=1)[C:24]1[CH:25]=[CH:26][CH:27]=[CH:28][CH:29]=1. Procedure details: A stirred mixture of 3-{4-[(6-bromohexyl)oxy]butyl}benzenesulfonamide (11.1 g), (1R)-2-(benzylamino)-1-(2,2-dimethyl-4H-1,3-benzodioxin-6-yl)ethanol (9 g) and diisopropyl ethylamine (8.9 ml) in acetonitrile (28 ml) was heated at reflux for 18 h. The resulting mixture was cooled to room temperature, diluted with diethyl ether (250 ml) and washed with water (2×100 ml) and brine (100 ml) before being dried over anhydrous Na2SO4. The suspension was filtered and concentrated under reduced pressure to... Reactants: ClC1=C(C=C(C=N1)OC[C@H]1NCCC1)C#CCCCCCC (6-Chloro-5-(1-octynyl)-3-(2-(S)-pyrrolidinylmethoxy)pyridine), C=O (formalin). Run in C(=O)O (formic acid). Conditions: temperature 80 celsius. Yields the product Cl.Cl.ClC1=C(C=C(C=N1)OC[C@H]1N(CCC1)C)C#CCCCCCC (6-Chloro-3-(1-methyl-2-(S)-pyrrolidinylmethoxy)-5-(1-octynyl)pyridine dihydrochloride). Yield: 89.0%. Reaction SMILES: [Cl:1][C:2]1[N:7]=[CH:6][C:5]([O:8][CH2:9][C@@H:10]2[CH2:14][CH2:13][CH2:12][NH:11]2)=[CH:4][C:3]=1[C:15]#[C:16][CH2:17][CH2:18][CH2:19][CH2:20][CH2:21][CH3:22].[CH2:23]=O>C(O)=O>[ClH:1].[ClH:1].[Cl:1][C:2]1[N:7]=[CH:6][C:5]([O:8][CH2:9][C@@H:10]2[CH2:14][CH2:13][CH2:12][N:11]2[CH3:23])=[CH:4][C:3]=1[C:15]#[C:16][CH2:17][CH2:18][CH2:19][CH2:20][CH2:21][CH3:22] |f:3.4.5|. Reported procedure: To 6-Chloro-5-(1-octynyl)-3-(2-(S)-pyrrolidinylmethoxy)pyridine from Example 140 above (330 mg, 0.78 mmol) was added formalin (37%, 4 mL) and formic acid (2 mL), and the mixture was heated at 80° C. for 10 h. The solvent was concentrated, and solid NaHCO3 was added to the residue. At pH 8 the mixture was extracted with CH2Cl2, which was dried (MgSO4) and concentrated. The residue was chromatographed (silica gel; CH2Cl2/MeOH/NH4OH, 10:1:0.1) to give the free base of the title compound (93 mg, 89%...